Dataset: the Open Reaction Database (ORD), a public repository of structured organic reaction records. Task: describe an organic reaction: reactants, conditions, products, and yield Reactants: OC1C2(CCN(C2=O)C2=CC=C(C=C2)OC(F)(F)F)CCNC1 ((5SR,6RS)-6-hydroxy-2-(4-trifluoromethoxy-phenyl)-2,8-diaza-spiro[4.5]decan-1-one), C1(CC1)S(=O)(=O)Cl (cyclopropanesulfonyl chloride). Yields the product C1(CC1)S(=O)(=O)N1CC(C2(CCN(C2=O)C2=CC=C(C=C2)OC(F)(F)F)CC1)O ((5RS,6RS)-8-Cyclopropanesulfonyl-6-hydroxy-2-(4-trifluoromethoxy-phenyl)-2,8-diaza-spiro[4.5]decan-1-one). Reaction SMILES: [OH:1][CH:2]1[CH2:23][NH:22][CH2:21][CH2:20][C:3]21[C:7](=[O:8])[N:6]([C:9]1[CH:14]=[CH:13][C:12]([O:15][C:16]([F:19])([F:18])[F:17])=[CH:11][CH:10]=1)[CH2:5][CH2:4]2.[CH:24]1([S:27](Cl)(=[O:29])=[O:28])[CH2:26][CH2:25]1>>[CH:24]1([S:27]([N:22]2[CH2:21][CH2:20][C:3]3([C:7](=[O:8])[N:6]([C:9]4[CH:14]=[CH:13][C:12]([O:15][C:16]([F:19])([F:17])[F:18])=[CH:11][CH:10]=4)[CH2:5][CH2:4]3)[CH:2]([OH:1])[CH2:23]2)(=[O:29])=[O:28])[CH2:26][CH2:25]1. Procedure details: The title compound was prepared in analogy to example 2 step B from a mixture of (5SR,6RS)-6-hydroxy-2-(4-trifluoromethoxy-phenyl)-2,8-diaza-spiro[4.5]decan-1-one (described in example 2 step A) and cyclopropanesulfonyl chloride. Colourless solid. MS (ESI): 435.3 (MH+) Reactants: C(C1=CC=CC=C1)OC(NC1=CC(=C(C(=C1)F)N1CC2OC2C1)F)=O ([3,5-difluoro-4-(6-oxa-3-aza-bicyclo[3.1.0]hex-3-yl)-phenyl]-carbamic acid benzyl ester), CO (MeOH), C(C)(=O)NC[C@@H](CCl)OC(C)=O ((S)-acetic acid 2-acetylamino-1-chloromethyl-ethyl ester), [O-]CCCC.[Li+] (Lithium butoxide). Solvent: CN(C)C=O (DMF), C1CCOC1 (THF). Conditions: time 16 hour. Yields the product FC=1C=C(C=C(C1N1CC2OC2C1)F)N1C(O[C@H](C1)CCC(=O)N)=O ({(5S)-3-[3,5-difluoro-4-(6-oxa-3-azabicyclo[3.1.0]hex-3-yl)phenyl]-2-oxo-1,3-oxazolidin-5-yl}methyl acetamide). Reaction SMILES: [O-][CH2:2][CH2:3]CC.[Li+].C([O:14][C:15](=[O:31])[NH:16][C:17]1[CH:22]=[C:21]([F:23])[C:20]([N:24]2[CH2:29][CH:28]3[CH:26]([O:27]3)[CH2:25]2)=[C:19]([F:30])[CH:18]=1)C1C=CC=CC=1.C[OH:33].C([NH:37][CH2:38][C@H:39](OC(=O)C)[CH2:40]Cl)(=O)C>CN(C=O)C.C1COCC1>[F:30][C:19]1[CH:18]=[C:17]([N:16]2[CH2:3][C@H:2]([CH2:40][CH2:39][C:38]([NH2:37])=[O:33])[O:14][C:15]2=[O:31])[CH:22]=[C:21]([F:23])[C:20]=1[N:24]1[CH2:25][CH:26]2[CH:28]([O:27]2)[CH2:29]1 |f:0.1|. Procedure: Lithium butoxide solution (1.9 mL of a 1.0 M THF solution, 1.9 mmol) was added to a cooled (0° C.) solution of [3,5-difluoro-4-(6-oxa-3-aza-bicyclo[3.1.0]hex-3-yl)-phenyl]-carbamic acid benzyl ester (0.22 g, 0.64 mmol) in DMF (0.43 mL) and MeOH (0.05 mL, 1.2 mmol). Solid (S)-acetic acid 2-acetylamino-1-chloromethyl-ethyl ester (0.25 g, 1.27 mmol) was then added and the solution allowed to warm to room temperature and stirred for 16 h. The reaction mixture was quenched with sat. NH4Cl and extract... Starting materials: Cl.NC=1C2=C(NS(N1)(=O)=O)C=CC=C2OC[C@@H]2[NH2+]CCCC2 ((R)-2-(((4-amino-2,2-dioxido-1H-benzo[c][1,2,6]thiadiazin-5-yl)oxy)methyl)piperidinium hydrochloride), CC1=NC2=CC=C(C=C2C(=C1)C(=O)O)C (2,6-dimethylquinoline-4-carboxylic acid). The product is NC=1C2=C(NS(N1)(=O)=O)C=CC=C2OC[C@@H]2N(CCCC2)C(=O)C2=CC(=NC1=CC=C(C=C21)C)C ((R)-(2-(((4-amino-2,2-dioxido-1H-benzo[c][1,2,6]thiadiazin-5-yl)oxy)methyl)piperidin-1-yl)(2,6-dimethylquinolin-4-yl)methanone). Reaction SMILES: Cl.[NH2:2][C:3]1[C:4]2[C:14]([O:15][CH2:16][C@H:17]3[CH2:22][CH2:21][CH2:20][CH2:19][NH2+:18]3)=[CH:13][CH:12]=[CH:11][C:5]=2[NH:6][S:7](=[O:10])(=[O:9])[N:8]=1.[CH3:23][C:24]1[CH:33]=[C:32]([C:34](O)=[O:35])[C:31]2[C:26](=[CH:27][CH:28]=[C:29]([CH3:37])[CH:30]=2)[N:25]=1>>[NH2:2][C:3]1[C:4]2[C:14]([O:15][CH2:16][C@H:17]3[CH2:22][CH2:21][CH2:20][CH2:19][N:18]3[C:34]([C:32]3[C:31]4[C:26](=[CH:27][CH:28]=[C:29]([CH3:37])[CH:30]=4)[N:25]=[C:24]([CH3:23])[CH:33]=3)=[O:35])=[CH:13][CH:12]=[CH:11][C:5]=2[NH:6][S:7](=[O:9])(=[O:10])[N:8]=1 |f:0.1|. Procedure: Prepared as in Example 15 from (R)-2-(((4-amino-2,2-dioxido-1H-benzo[c][1,2,6]thiadiazin-5-yl)oxy)methyl)piperidinium hydrochloride (Example 15a) and 2,6-dimethylquinoline-4-carboxylic acid. 1H NMR (400 MHz, DMSO-d6) δ 1.12-1.53 (m, 2H), 1.58-1.84 (m, 4H), 1.98 (s, 3H), 2.64 (s, 3H), 3.02 (m, 1H), 3.19 (m, 1H), 4.18 (dd, 1H, J=9.9, 3.1 Hz), 4.95 (t, 1H, J=10.2 Hz), 5.45 (m, 1H), 6.66 (m, 1H), 7.01 (d, 1H, J=8.2 Hz), 7.27 (s, 1H), 7.38 (s, 1H), 7.46-7.61 (m, 2H), 7.81 (d, 1H, J=8.6 Hz), 7.98 (br ... The reactants are C=O (paraformaldehyde), Cl(=O)(=O)(=O)O.C(C)C=1CCCN2CCC3=C(C12)NC1=CC=CC=C13 (1-ethyl-2,3,4,6,7,12-hexahydro-indolo[2,3-a]quinolizine perchlorate), [OH-].[Na+] (sodium hydroxide). The solvent is O (water), ClCCl (dichloromethane), ClCCl (dichloromethane). Reaction conditions: time 10 minute. Product: OCC1(CCCN2CCC3=C(C12)NC1=CC=CC=C13)CC (1-Hydroxymethyl-1-ethyl-1,2,3,4,6,7,12,12b-octahydroindolo[2,3-a]quinolizin). As a reaction SMILES: Cl(O)(=O)(=O)=O.[CH2:6]([C:8]1[CH2:9][CH2:10][CH2:11][N:12]2[C:17]=1[C:16]1[NH:18][C:19]3[C:24]([C:15]=1[CH2:14][CH2:13]2)=[CH:23][CH:22]=[CH:21][CH:20]=3)[CH3:7].[OH-:25].[Na+].[CH2:27]=O>ClCCl.O>[OH:25][CH2:27][C:8]1([CH2:6][CH3:7])[CH:17]2[N:12]([CH2:13][CH2:14][C:15]3[C:24]4[C:19](=[CH:20][CH:21]=[CH:22][CH:23]=4)[NH:18][C:16]=32)[CH2:11][CH2:10][CH2:9]1 |f:0.1,2.3|. Reported procedure: 10.0 g. (28.5 moles) of 1-ethyl-2,3,4,6,7,12-hexahydro-indolo[2,3-a]quinolizine perchlorate are dissolved in 100 ml. of dichloromethane, and 75 ml. of distilled water and 20 ml. of a 2N sodium hydroxide solution are added to the dichloromethane solution in argon atmosphere under constant stirring. The reaction mixture is stirred for 10 minutes, thereafter the organic phase is separated, dried over anhydrous potassium carbonate, and filtered. The filtrate is concentrated in vacuo, under argon atm... Starting materials: C(C)(C)(C)OC([C@H]1NCC(C1)OCC)=O (4-ethoxy-L-proline tert-butyl ester), C(C)(C)(C)OC([C@H]1NCCC1)=O (L-proline tert-butyl ester), C(C)(=O)CC(=S)Cl (acetylthioacetyl chloride), C(C)OC1C[C@H](NC1)C(=O)O (4-ethoxy-L-proline), N1[C@H](C(=O)O)CCC1 (L-proline), C(C)(=O)SCC(C(=O)Cl)C (3-acetylthio-2-methylpropanoyl chloride). The product is C(C)OC1C=C(N(C1)C(C(C)S)=O)C(=O)O ((±)-4,5-dihydro-4-ethoxy-(2-mercapto-1-oxopropyl)-1H-pyrrole-2-carboxylic acid). Reaction SMILES: C([O:5][C:6](=[O:15])[C@@H:7]1[CH2:11][CH:10]([O:12][CH2:13][CH3:14])[CH2:9][NH:8]1)(C)(C)C.C([O:18][CH:19]1CN[C@H:21](C(O)=O)[CH2:20]1)C.N1CCC[C@H]1C(O)=O.C(OC(=O)[C@@H]1CCCN1)(C)(C)C.C(CC(Cl)=[S:52])(=O)C.C(SCC(C)C(Cl)=O)(=O)C>>[CH2:13]([O:12][CH:10]1[CH2:9][N:8]([C:19](=[O:18])[CH:20]([SH:52])[CH3:21])[C:7]([C:6]([OH:5])=[O:15])=[CH:11]1)[CH3:14]. Reported procedure: By substituting 4-ethoxy-L-proline tert-butyl ester [prepared from 4-ethoxy-L-proline by the procedure described in J. Am. Chem. Soc., 82, 3359 (1960) for L-proline] for the L-proline tert-butyl ester and acetylthioacetyl chloride for the 3-acetylthio-2-methylpropanoyl chloride in the procedure of Example 1, and then submitting the product to the procedure of Example 2, (±)-4,5-dihydro-4-ethoxy-(2-mercapto-1-oxopropyl)-1H-pyrrole-2-carboxylic acid is obtained.